Dataset: the Open Reaction Database (ORD), a public repository of structured organic reaction records. Task: describe an organic reaction: reactants, conditions, products, and yield The reactants are C(=O)(O)[O-].[Na+] (NaHCO3), OCC1CN(CCO1)C(=O)OC(C)(C)C (1,1-dimethylethyl 2-(hydroxymethyl)-4-morpholinecarboxylate), C(C)N(C(C)C)C(C)C (N-ethyl-N,N-diisopropylamine), CS(=O)(=O)OS(=O)(=O)C (methanesulfonic anhydride). Solvent: ClCCl (dichloromethane). Reaction conditions: time 16 hour. Yields the product CS(=O)(=O)OCC1(CN(CCO1)C(=O)OC(C)(C)C)CO (1,1-Dimethylethyl 2-[[(methylsulfonyl)oxy]methyl]-2-(hydroxymethyl)-4-morpholinecarboxylate). Reaction SMILES: [OH:1][CH2:2][CH:3]1[O:8][CH2:7][CH2:6][N:5]([C:9]([O:11][C:12]([CH3:15])([CH3:14])[CH3:13])=[O:10])[CH2:4]1.C(N(C(C)C)C(C)C)C.[CH3:25][S:26]([O:29]S(C)(=O)=O)(=O)=[O:27].[C:34]([O-])(O)=[O:35].[Na+]>ClCCl>[CH3:25][S:26]([O:1][CH2:2][C:3]1([CH2:34][OH:35])[O:8][CH2:7][CH2:6][N:5]([C:9]([O:11][C:12]([CH3:15])([CH3:14])[CH3:13])=[O:10])[CH2:4]1)(=[O:29])=[O:27] |f:3.4|. Procedure: To a solution of (2S) 1,1-dimethylethyl 2-(hydroxymethyl)-4-morpholinecarboxylate (5.63 g) (Heterocycles, 1993, 35, 105) and N-ethyl-N,N-diisopropylamine (9 ml) in dichloromethane (200 ml) at room temperature was added methanesulfonic anhydride (5.42 g). The reaction was stirred for 16 hours. The reaction mixture was poured onto saturated aqueous NaHCO3 solution and the organics were extracted with dichloromethane. The combined organic extracts were dried with MgSO4 and concentrated to give an o... The reactants are COC1=CSC=C1OC (3,4-dimethoxythiophene), C(C(C)O)O (racemic 1,2-propanediol). The product is CC1COC=2C(O1)=CSC2 (Racemic 2-methyl-2,3-dihydro-thieno[3,4-b][1,4]dioxine). As a reaction SMILES: [CH3:1][O:2][C:3]1[C:7]([O:8][CH3:9])=[CH:6][S:5][CH:4]=1.[CH2:10](O)C(O)C>>[CH3:10][CH:1]1[O:2][C:3]2=[CH:4][S:5][CH:6]=[C:7]2[O:8][CH2:9]1. Procedure: Racemic 2-methyl-2,3-dihydro-thieno[3,4-b][1,4]dioxine was synthesized by transetherification of 3,4-dimethoxythiophene with racemic 1,2-propanediol as described in COMPARATIVE EXAMPLE 1. It was characterized by GC-MS and H-NMR-spectroscopy, and exhibited no optical rotation.